From a dataset of the Open Reaction Database (ORD), a public repository of structured organic reaction records. describe an organic reaction: reactants, conditions, products, and yield The reactants are Succinyl-amino-buty-ethyl-isoluminol, ester, CN(C)C=O (DMF), Vitamin D, C1=CC2=C(C=C1N)C(=O)NNC2=O (isoluminol). Yields the product C1=CC2=C(C(=C1)N)C(=O)NNC2=O (Luminol). Reaction SMILES: [CH:1]1[C:6](N)=[CH:5][C:4]2[C:8]([NH:10][NH:11][C:12](=[O:13])[C:3]=2[CH:2]=1)=[O:9].C[N:15](C=O)C>>[CH:1]1[CH:6]=[C:5]([NH2:15])[C:4]2[C:8]([NH:10][NH:11][C:12](=[O:13])[C:3]=2[CH:2]=1)=[O:9]. Reported procedure: About 1 mg of Vitamin D binding protein, DBP, is buffer exchanged three times with 100 mM PBS at pH 8.2. The final volume was 200 uL. Succinyl-amino-buty-ethyl-isoluminol NHS ester (4.6 mg) is dissolved in DMF. The isoluminol (17 uL) is added to the DBP and the mixture is maintained at room temperature for about 1 hour with occasional shaking. The unreacted label is removed by size exclusion chromatography using SEPHADEX-G25 (23×1 cm) and 100 mM PBS, pH 6.0 as the mobile phase. Starting materials: [N+](=O)([O-])C=1C=C2C(C(=O)OC2=O)=CC1 (4-nitrophthalic anhydride), C(CC1=CC=CC=C1)N (phenethylamine). The solvent is C1(=CC=CC=C1)C (toluene). Run at time 2.5 hour. Product: C1(=CC=CC=C1)CCN1C(C=2C(C1=O)=CC(=CC2)[N+](=O)[O-])=O (N-(2-phenylethyl)-4-nitrophthalimide). The yield is 88.6%. As a reaction SMILES: [N+:1]([C:4]1[CH:5]=[C:6]2[C:11](=[O:12])[O:10][C:8](=O)[C:7]2=[CH:13][CH:14]=1)([O-:3])=[O:2].[CH2:15]([NH2:23])[CH2:16][C:17]1[CH:22]=[CH:21][CH:20]=[CH:19][CH:18]=1>C1(C)C=CC=CC=1>[C:17]1([CH2:16][CH2:15][N:23]2[C:11](=[O:12])[C:6]3=[CH:5][C:4]([N+:1]([O-:3])=[O:2])=[CH:14][CH:13]=[C:7]3[C:8]2=[O:10])[CH:22]=[CH:21][CH:20]=[CH:19][CH:18]=1. Reported procedure: A mixture of 4-nitrophthalic anhydride (18 g, 93.3 mmol) and phenethylamine (11.5 g, 95 mmol) in toluene (250 mL) was heated to reflux. After 2.5 h, the mixture was concentrated to solid residue, which was triturated and filtered to yield the title compound (24.5 g, 89%). Mp 142-30C. The reactants are C(#N)C=1C=NC=CC1 (3-cyanopyridine), NC=1SC(=CC1C(=O)OCC)CC (2-amino-5-ethyl-3-ethoxycarbonyl-thiophene), O=P(Cl)(Cl)Cl (POCl3). Yields the product ClC=1C2=C(N=C(N1)C=1C=NC=CC1)SC(=C2)CC (4-chloro-2-(pyridin-3-yl)-6-ethyl-thieno-[2,3-d]-pyrimidine). Reaction SMILES: [C:1]([C:3]1[CH:4]=[N:5][CH:6]=[CH:7][CH:8]=1)#[N:2].[NH2:9][C:10]1[S:11][C:12]([CH2:20][CH3:21])=[CH:13][C:14]=1[C:15](OCC)=O.O=P(Cl)(Cl)[Cl:24]>>[Cl:24][C:15]1[C:14]2[CH:13]=[C:12]([CH2:20][CH3:21])[S:11][C:10]=2[N:9]=[C:1]([C:3]2[CH:4]=[N:5][CH:6]=[CH:7][CH:8]=2)[N:2]=1. Reported procedure: With the procedure of Example 477, the reaction of 3-cyanopyridine and 2-amino-5-ethyl-3-ethoxycarbonyl-thiophene, and the subsequent reaction with POCl3 yields 4-chloro-2-(pyridin-3-yl)-6-ethyl-thieno-[2,3-d]-pyrimidine Reactants: CN(C=O)C (N,N-dimethylformamide), ClC1=NC=C(C=C1)[N+](=O)[O-] (2-chloro-5-nitropyridine), CN(C=O)C (N,N-dimethylformamide), CC1(OC2=C(CC1)C=CC(=C2)O)C (2,3-dihydro-2,2-dimethyl-7-hydroxy-4H-1-benzopyran), [H-].[Na+] (sodium hydride), CN(C=O)C (N,N-dimethylformamide). The solvent is O (water). Run at time 0.5 hour. Product: CC1(OC2=C(CC1)C=CC(=C2)OC2=NC=C(C=C2)[N+](=O)[O-])C (2-(2,3-Dihydro-2,2-dimethyl-4H-1-benzopyran-7-yl)oxy-5-nitropyridine). Isolated yield 85.3%. As a reaction SMILES: CN(C)C=O.[CH3:6][C:7]1([CH3:18])[CH2:12][CH2:11][C:10]2[CH:13]=[CH:14][C:15]([OH:17])=[CH:16][C:9]=2[O:8]1.[H-].[Na+].Cl[C:22]1[CH:27]=[CH:26][C:25]([N+:28]([O-:30])=[O:29])=[CH:24][N:23]=1>O>[CH3:6][C:7]1([CH3:18])[CH2:12][CH2:11][C:10]2[CH:13]=[CH:14][C:15]([O:17][C:22]3[CH:27]=[CH:26][C:25]([N+:28]([O-:30])=[O:29])=[CH:24][N:23]=3)=[CH:16][C:9]=2[O:8]1 |f:2.3|. Procedure details: Five milliliters of an N,N-dimethylformamide solution of 1.5 g of 2,3-dihydro-2,2-dimethyl-7-hydroxy-4H-1-benzopyran synthesized by the method of Referential Example 19 was added dropwise to a mixture of 0.35 g of sodium hydride and 4 ml of N,N-dimethylformamide. The mixture was stirred at room temperature for 0.5 hour, and 6 ml of an N,N-dimethylformamide solution of 2-chloro-5-nitropyridine (1.3 g) was added to the resulting reddish orange solution, and the mixture was stirred at room temperat... Starting materials: OC1=CC(OC2=CC=CC=C12)=O (4-Hydroxycoumarin), BrCCC=C (4-bromo-1-butene), C(=O)([O-])[O-].[K+].[K+] (K2CO3). Run in CC(=O)C (acetone). Run at temperature 55 celsius. Product: C(CC=C)OC1=CC(OC2=C1C=CC=C2)=O (4-But-3-enyloxy-1-benzopyran-2-one). Reaction SMILES: [OH:1][C:2]1[C:11]2[C:6](=[CH:7][CH:8]=[CH:9][CH:10]=2)[O:5][C:4](=[O:12])[CH:3]=1.Br[CH2:14][CH2:15][CH:16]=[CH2:17].C([O-])([O-])=O.[K+].[K+]>CC(C)=O>[CH2:17]([O:1][C:2]1[C:11]2[CH:10]=[CH:9][CH:8]=[CH:7][C:6]=2[O:5][C:4](=[O:12])[CH:3]=1)[CH2:16][CH:15]=[CH2:14] |f:2.3.4|. Procedure details: 4-Hydroxycoumarin (10.93 mmol, 1.77 g), 4-bromo-1-butene (10.93 mmol, 1.48 g) and K2CO3 (33 mmol, 4.55 g) is suspended in 50 mL of acetone, and the reaction is heated to 55° C. for 2.5 days the reaction mixture is filtered and the filtrate is evaporated under reduced pressure. A small amount of the resulting solid is purified by column chromatography to afford an analytically pure sample of the title compound. 1H NMR (DMSO-d6, 300 MHz) δ 7.78 (1H, dd, J=1.5, 7.75 Hz), 7.66 (1H, m), 7.38 (2H, m),... The reactants are solution, [Li]CCCC (nBuLi), ClCCCCI (1-chloro-4-iodobutane), C(#N)C1=CC=C(C=C1)NC(C)=O (N-(4-cyanophenyl)acetamide). The solvent is CCCCCC (hexane), C1CCOC1 (THF). Conditions: time 1 hour. Yields the product ClCCCCN(C(C)=O)C1=CC=C(C=C1)C#N (N-(4-Chlorobutyl)-N-(4-cyanophenyl)acetamide). Reaction SMILES: [C:1]([C:3]1[CH:8]=[CH:7][C:6]([NH:9][C:10](=[O:12])[CH3:11])=[CH:5][CH:4]=1)#[N:2].[Li]CCCC.[Cl:18][CH2:19][CH2:20][CH2:21][CH2:22]I>C1COCC1.CCCCCC>[Cl:18][CH2:19][CH2:20][CH2:21][CH2:22][N:9]([C:6]1[CH:5]=[CH:4][C:3]([C:1]#[N:2])=[CH:8][CH:7]=1)[C:10](=[O:12])[CH3:11]. Procedure details: 9 g (54.1 mmol) of N-(4-cyanophenyl)acetamide are dissolved in 100 ml of THF. The mixture is cooled to 0° C. before the dropwise addition of 51 ml of a 1.6 N solution in hexane of nBuLi (1.5 eq.). The solution is left for one hour to return to ambient temperature and is then cooled to 0° C. before the dropwise addition of 9.9 ml of 1-chloro-4-iodobutane (81 mmol). The reaction mixture is stirred at ambient temperature for 18 h and then hydrolysed with a saturated aqueous solution of ammonium chl... Reactants: CCCC(C)O, Cc1cc(C(=O)c2cc(Cl)ncn2)cc2oc(=O)n(C)c12, Nc1ccc2c(c1)CC1(C2)C(=O)Nc2ncccc21, O=S(=O)(O)c1ccccc1. The product is Cc1cc(C(=O)c2cc(Nc3ccc4c(c3)CC3(C4)C(=O)Nc4ncccc43)ncn2)cc2oc(=O)n(C)c12. As a reaction SMILES: [CH3:51][CH:52]([OH:53])[CH2:54][CH2:55][CH3:56].[Cl:30][c:31]1[cH:32][c:33]([C:37](=[O:38])[c:39]2[cH:40][c:41]3[c:42]([n:43]([CH3:47])[c:44](=[O:46])[o:45]3)[c:48]([CH3:50])[cH:49]2)[n:34][cH:35][n:36]1.[NH2:11][c:12]1[cH:13][c:14]2[c:18]([cH:19][cH:20]1)[CH2:17][C:16]1([CH2:15]2)[C:21](=[O:29])[NH:22][c:23]2[n:24][cH:25][cH:26][cH:27][c:28]21.[c:1]1([S:2]([OH:3])(=[O:4])=[O:5])[cH:6][cH:7][cH:8][cH:9][cH:10]1>>[NH:11]([c:12]1[cH:13][c:14]2[c:18]([cH:19][cH:20]1)[CH2:17][C:16]1([CH2:15]2)[C:21](=[O:29])[NH:22][c:23]2[n:24][cH:25][cH:26][cH:27][c:28]21)[c:31]1[cH:32][c:33]([C:37](=[O:38])[c:39]2[cH:40][c:41]3[c:42]([n:43]([CH3:47])[c:44](=[O:46])[o:45]3)[c:48]([CH3:50])[cH:49]2)[n:34][cH:35][n:36]1.